Dataset: the Open Reaction Database (ORD), a public repository of structured organic reaction records. Task: describe an organic reaction: reactants, conditions, products, and yield The reactants are O=C([O-])[O-], CN(C)C=O, CC(C)(C)OC(=O)N1CCN(c2ccc(NC=C3C(=O)NC(=O)c4ccc(I)cc43)cn2)CC1, [K+], [K+], O=P(O)(O)O. Product: O=C1NC(=O)c2ccc(I)cc2C1=CNc1ccc(N2CCNCC2)nc1. As a reaction SMILES: [C:40](=[O:41])([O-:42])[O-:43].[CH3:46][N:47]([CH3:48])[CH:49]=[O:50].[I:1][c:2]1[cH:3][c:4]2[c:9]([cH:10][cH:11]1)[C:8](=[O:12])[NH:7][C:6](=[O:13])[C:5]2=[CH:14][NH:15][c:16]1[cH:17][cH:18][c:19]([N:22]2[CH2:23][CH2:24][N:25]([C:28]([O:29][C:30]([CH3:31])([CH3:32])[CH3:33])=[O:34])[CH2:26][CH2:27]2)[n:20][cH:21]1.[K+:44].[K+:45].[P:35](=[O:36])([OH:37])([OH:38])[OH:39]>>[I:1][c:2]1[cH:3][c:4]2[c:9]([cH:10][cH:11]1)[C:8](=[O:12])[NH:7][C:6](=[O:13])[C:5]2=[CH:14][NH:15][c:16]1[cH:17][cH:18][c:19]([N:22]2[CH2:23][CH2:24][NH:25][CH2:26][CH2:27]2)[n:20][cH:21]1. The reactants are 216, C1(\C=C/C(=O)O1)=O (maleic anhydride), C1(\C=C/C(=O)O1)=O (maleic anhydride), 1, 5 - pentanediol, C(CCCC)(O)O (pentanediol), monoester, C(CCCC)(O)O (pentanediol). Run at temperature 160 celsius. Yields the product C(\C=C/C(=O)O)(=O)O.C(CCCCO)O (Mono 1, 5 - Pentanediol Maleate). Reaction SMILES: [C:1]1(=[O:7])[O:6][C:4](=[O:5])[CH:3]=[CH:2]1.[CH:8]([OH:14])([OH:13])[CH2:9][CH2:10][CH2:11][CH3:12]>>[C:1]([OH:6])(=[O:7])/[CH:2]=[CH:3]\[C:4]([OH:13])=[O:5].[CH2:12]([OH:5])[CH2:11][CH2:10][CH2:9][CH2:8][OH:14] |f:2.3|. Procedure details: Ninety-eight grams (1 mol) of maleic anhydride were weighed into a 500 ml. round-bottom flask fitted with a separatory funnel, thermometer and reflux condenser. One hundred and two grams (1 mol) of 1, 5 - pentanediol were introduced into the separatory funnel. The maleic anhydride was heated to 140° C by means of a heating mantle and the pentanediol was added dropwise over a period of 60 minutes. The reactants were stirred with a magnetic stirrer. The temperature was raised gradually to 160° C. ...